From a dataset of the Open Reaction Database (ORD), a public repository of structured organic reaction records. describe an organic reaction: reactants, conditions, products, and yield Starting materials: CC(=O)[O-], Cc1cc(Cl)cn2c(CC(O)c3cccs3)c(-c3ccccc3)nc12, ClCCl, [Na+], O=[Cr](=O)([O-])Cl, O, c1cc[nH+]cc1. Yields the product Cc1cc(Cl)cn2c(CC(=O)c3cccs3)c(-c3ccccc3)nc12. RXN SMILES: [C:12]([O-:13])(=[O:14])[CH3:15].[Cl:17][c:18]1[cH:19][c:20]([CH3:41])[c:21]2[n:22]([cH:23]1)[c:24]([CH2:33][CH:34]([OH:35])[c:36]1[s:37][cH:38][cH:39][cH:40]1)[c:25](-[c:27]1[cH:28][cH:29][cH:30][cH:31][cH:32]1)[n:26]2.[Cl:43][CH2:44][Cl:45].[Na+:16].[O:1]=[Cr:2]([Cl:3])([O-:4])=[O:5].[OH2:42].[nH+:6]1[cH:7][cH:8][cH:9][cH:10][cH:11]1>>[Cl:17][c:18]1[cH:19][c:20]([CH3:41])[c:21]2[n:22]([cH:23]1)[c:24]([CH2:33][C:34](=[O:35])[c:36]1[s:37][cH:38][cH:39][cH:40]1)[c:25](-[c:27]1[cH:28][cH:29][cH:30][cH:31][cH:32]1)[n:26]2. Starting materials: C(CC)Br (1-propyl bromide), CC(=O)C=1C=CC(=CC1)O (4-hydroxyacetophenone), C([O-])([O-])=O.[K+].[K+] (potassium carbonate). Solvent: CC(=O)C (acetone). The product is C(CC)OC1=CC=C(C=C1)C(C)=O (4'-Propoxyacetophenone). Reaction SMILES: [CH2:1](Br)[CH2:2][CH3:3].[CH3:5][C:6]([C:8]1[CH:9]=[CH:10][C:11]([OH:14])=[CH:12][CH:13]=1)=[O:7].C(=O)([O-])[O-].[K+].[K+]>CC(C)=O>[CH2:1]([O:14][C:11]1[CH:12]=[CH:13][C:8]([C:6](=[O:7])[CH3:5])=[CH:9][CH:10]=1)[CH2:2][CH3:3] |f:2.3.4|. Reported procedure: A mixture of 12.3 g. of 1-propyl bromide, 13.6 g. of 4-hydroxyacetophenone, 27.6 g. of potassium carbonate and 200 ml. of acetone was refluxed overnight. The mixture was then cooled, filtered, the filtrate concentrated and distilled in a Kugelrohr. The distillate was dissolved in ethyl acetate, treated with charcoal, filtered through diatomaceous earth, concentrated and dried, giving the desired intermediate as an oil. Yields the product CCCCOc1ccc(S(=O)(=O)C2(C(=O)O)CCN(Cc3ccccc3)CC2)cc1. The reactants are CCCCOc1ccc(S(=O)(=O)C2(C(=O)OCC)CCN(Cc3ccccc3)CC2)cc1, [Na+], [OH-]. RXN SMILES: [CH2:1]([CH3:2])[O:3][C:4](=[O:5])[C:6]1([S:19](=[O:20])(=[O:21])[c:22]2[cH:23][cH:24][c:25]([O:28][CH2:29][CH2:30][CH2:31][CH3:32])[cH:26][cH:27]2)[CH2:7][CH2:8][N:9]([CH2:12][c:13]2[cH:14][cH:15][cH:16][cH:17][cH:18]2)[CH2:10][CH2:11]1.[Na+:34].[OH-:33]>>[O:3]=[C:4]([OH:5])[C:6]1([S:19](=[O:20])(=[O:21])[c:22]2[cH:23][cH:24][c:25]([O:28][CH2:29][CH2:30][CH2:31][CH3:32])[cH:26][cH:27]2)[CH2:7][CH2:8][N:9]([CH2:12][c:13]2[cH:14][cH:15][cH:16][cH:17][cH:18]2)[CH2:10][CH2:11]1. Starting materials: NC1=C(C=C(C=C1)CC(C(=O)N1CCC(CC1)C)NS(=O)(=O)C1=CC(=C(C(=C1)C(C)(C)C)O)C(C)(C)C)[N+](=O)[O-] (N-[1-((4-amino-3-nitro-phenyl)-methyl)-2-(4-methyl-piperidin-1-yl)-2-oxo-ethyl]-3,5-di-tert.butyl-4-hydroxy-benzenesulphonamide), C(=O)O (formic acid). Reagents/catalysts: [Pd] (palladium/charcoal). Product: N1C=NC2=C1C=CC(=C2)CC(C(=O)N2CCC(CC2)C)NS(=O)(=O)C2=CC(=C(C(=C2)C(C)(C)C)O)C(C)(C)C (N-[1-(1H-Benzimidazol-5-yl-methyl)-2-(4-methyl-piperidin-1-yl)-2-oxo-ethyl]-3,5-di-tert.butyl-4-hydroxy-benzenesulphonamide). RXN SMILES: [NH2:1][C:2]1[CH:7]=[CH:6][C:5]([CH2:8][CH:9]([NH:19][S:20]([C:23]2[CH:28]=[C:27]([C:29]([CH3:32])([CH3:31])[CH3:30])[C:26]([OH:33])=[C:25]([C:34]([CH3:37])([CH3:36])[CH3:35])[CH:24]=2)(=[O:22])=[O:21])[C:10]([N:12]2[CH2:17][CH2:16][CH:15]([CH3:18])[CH2:14][CH2:13]2)=[O:11])=[CH:4][C:3]=1[N+:38]([O-])=O.[CH:41](O)=O>[Pd]>[NH:1]1[C:2]2[CH:7]=[CH:6][C:5]([CH2:8][CH:9]([NH:19][S:20]([C:23]3[CH:28]=[C:27]([C:29]([CH3:32])([CH3:31])[CH3:30])[C:26]([OH:33])=[C:25]([C:34]([CH3:37])([CH3:36])[CH3:35])[CH:24]=3)(=[O:22])=[O:21])[C:10]([N:12]3[CH2:17][CH2:16][CH:15]([CH3:18])[CH2:14][CH2:13]3)=[O:11])=[CH:4][C:3]=2[N:38]=[CH:41]1. Procedure details: Prepared from N-[1-((4-amino-3-nitro-phenyl)-methyl)-2-(4-methyl-piperidin-1-yl)-2-oxo-ethyl]-3,5-di-tert.butyl-4-hydroxy-benzenesulphonamide and cyclising with formic acid in the presence of palladium/charcoal analogously to Example 1. The product is OC1(c2ccccc2)c2cc(Br)ccc2-c2ccc(Br)cc21. Reactants: O=C1c2cc(Br)ccc2-c2ccc(Br)cc21, Cl[Mg]c1ccccc1. Reaction SMILES: [Br:9][c:10]1[cH:11][c:12]2[c:20]([cH:21][cH:22]1)-[c:19]1[c:14]([cH:15][c:16]([Br:23])[cH:17][cH:18]1)[C:13]2=[O:24].[Cl:1][Mg:2][c:3]1[cH:4][cH:5][cH:6][cH:7][cH:8]1>>[c:3]1([C:13]2([OH:24])[c:12]3[cH:11][c:10]([Br:9])[cH:22][cH:21][c:20]3-[c:19]3[c:14]2[cH:15][c:16]([Br:23])[cH:17][cH:18]3)[cH:4][cH:5][cH:6][cH:7][cH:8]1.